This data is from the Open Reaction Database (ORD), a public repository of structured organic reaction records. The task is: describe an organic reaction: reactants, conditions, products, and yield Starting materials: Cl.CN(CCCN=C=NCC)C (1-(3-dimethylaminopropyl)-3-ethylcarbodiimide, hydrochloride), C(C1=CC=CC=C1)OC1=C(C(=O)O)C=CC(=C1)OCC1=CC=CC=C1 (2,4-dibenzyloxybenzoic acid), Cl.NCC(=O)OC (methyl glycinate hydrochloride), ON1N=NC2=C1C=CC=C2 (1-hydroxybenzotriazole). Solvent: CN(C)C=O (DMF), C(C)N(CC)CC (triethylamine). Reaction conditions: temperature 25 celsius, time 10 minute. Product: C(C1=CC=CC=C1)OC1=C(C(=O)NCC(=O)OC)C=CC(=C1)OCC1=CC=CC=C1 (methyl N-(2,4-dibenzyloxybenzoyl)glycinate). Isolated yield 22.3%. RXN SMILES: [CH2:1]([O:8][C:9]1[CH:17]=[C:16]([O:18][CH2:19][C:20]2[CH:25]=[CH:24][CH:23]=[CH:22][CH:21]=2)[CH:15]=[CH:14][C:10]=1[C:11](O)=[O:12])[C:2]1[CH:7]=[CH:6][CH:5]=[CH:4][CH:3]=1.Cl.[NH2:27][CH2:28][C:29]([O:31][CH3:32])=[O:30].ON1C2C=CC=CC=2N=N1.Cl.CN(C)CCCN=C=NCC>CN(C=O)C.C(N(CC)CC)C>[CH2:1]([O:8][C:9]1[CH:17]=[C:16]([O:18][CH2:19][C:20]2[CH:25]=[CH:24][CH:23]=[CH:22][CH:21]=2)[CH:15]=[CH:14][C:10]=1[C:11]([NH:27][CH2:28][C:29]([O:31][CH3:32])=[O:30])=[O:12])[C:2]1[CH:3]=[CH:4][CH:5]=[CH:6][CH:7]=1 |f:1.2,4.5|. Reported procedure: A solution of 2,4-dibenzyloxybenzoic acid (3.34 g) and methyl glycinate hydrochloride (1.25 g) in DMF (40 mL) is treated with triethylamine (2.23 g) and 1-hydroxybenzotriazole (1.53 g) at 0° C. The mixture is stirred for 10 minutes, treated with 1-(3-dimethylaminopropyl)-3-ethylcarbodiimide, hydrochloride (2.05 g) and allowed to warm to 25° C. The solution is evaporated. The residue is partitioned between ethyl acetate and water. The organic layer is washed with 1 M HCl, 1 M NaOH, water, dried a... Starting materials: CSC(N)=S, CON=C(C(=O)NC1C(=O)N(S(=O)(=O)[O-])C1Sc1ccccc1)c1csc(NC(=O)CCl)n1, [Na+], [Na], O. Yields the product CON=C(C(=O)NC1C(=O)N(S(=O)(=O)[O-])C1Sc1ccccc1)c1csc(N)n1, [Na+]. As a reaction SMILES: [CH3:35][S:36][C:37](=[S:38])[NH2:39].[Cl:1][CH2:2][C:3](=[O:4])[NH:5][c:6]1[s:7][cH:8][c:9]([C:11]([C:12](=[O:13])[NH:14][CH:15]2[C:16](=[O:30])[N:17]([S:26](=[O:27])(=[O:28])[O-:29])[CH:18]2[S:19][c:20]2[cH:21][cH:22][cH:23][cH:24][cH:25]2)=[N:31][O:32][CH3:33])[n:10]1.[Na+:34].[Na:40].[OH2:41]>>[NH2:5][c:6]1[s:7][cH:8][c:9]([C:11]([C:12](=[O:13])[NH:14][CH:15]2[C:16](=[O:30])[N:17]([S:26](=[O:27])(=[O:28])[O-:29])[CH:18]2[S:19][c:20]2[cH:21][cH:22][cH:23][cH:24][cH:25]2)=[N:31][O:32][CH3:33])[n:10]1.[Na+:34]. Starting materials: ClC1=NC(=CN=C1)Cl (2,6-dichloropyrazine), C1(=CC=CC=C1)C1=C(C=CC=C1)O (2-phenyl-phenol). The solvent is CCOC(=O)C (AcOEt), C1CCCCC1 (cyclohexane). Product: ClC1=NC(=CN=C1)OC1=C(C=CC=C1)C1=CC=CC=C1 (2-Chloro-6-(2-phenyl-phenyl-oxy)-pyrazine). Yield: 65.0%. Reaction SMILES: Cl[C:2]1[CH:7]=[N:6][CH:5]=[C:4]([Cl:8])[N:3]=1.[C:9]1([C:15]2[CH:20]=[CH:19][CH:18]=[CH:17][C:16]=2[OH:21])[CH:14]=[CH:13][CH:12]=[CH:11][CH:10]=1>CCOC(C)=O.C1CCCCC1>[Cl:8][C:4]1[CH:5]=[N:6][CH:7]=[C:2]([O:21][C:16]2[CH:17]=[CH:18][CH:19]=[CH:20][C:15]=2[C:9]2[CH:10]=[CH:11][CH:12]=[CH:13][CH:14]=2)[N:3]=1. Procedure details: Using Method DD (reaction time: 20 hours) with 2,6-dichloropyrazine (200 mg, 1.34 mmol) and 2-phenyl-phenol (268 mg, 1.49 mmol), and purification by column chromatography (AcOEt:cyclohexane, 1:2), the title compound was obtained (238 mg). Yield: 65%. 1H NMR (250 MHz, DMSO-d6) δ 7.31-7.61 (m, 9H, Harom), 8.43 (s, 1H, HPz 5), 8.46 (s, 1H, HPz 3). m/z: 283.1 [(M+H)+, calcd for C16H11ClN2O 282.1]. The solvent is CN(C)C=O (DMF). Conditions: time 2 hour. Reported procedure: To a solution of 50 mg 2-Methoxymethyl-3H-imidazole-4-carboxylic acid methyl ester in 1 ml DMF, 95 mg caesium carbonate and 82 mg 3-Bromomethyl-5-(5-chloro-thiophen-2-yl)-isoxazole [prepared by adopting a procedure described by Ewing, William R.; Becker, Michael R.; Choi-Sledeski, Yong Mi; Pauls, Heinz W.; He, Wei; Condon, Stephen M.; Davis, Roderick S.; Hanney, Barbara A.; Spada, Alfred P.; Burns, Christopher J.; Jiang, John Z.; Li, Aiwen; Myers, Michael R.; Lau, Wan F.; Poli, Gregory B; PCT In... Product: COC(=O)C=1N(C(=NC1)COC)CC1=NOC(=C1)C=1SC(=CC1)Cl (3-[5-(5-Chloro-thiophen-2-yl)-isoxazol-3-ylmethyl]-2-methoxymethyl-3H-imidazole-4-carboxylic acid methyl ester). Reactants: COC(=O)C=1NC(=NC1)COC (2-Methoxymethyl-3H-imidazole-4-carboxylic acid methyl ester), C([O-])([O-])=O.[Cs+].[Cs+] (caesium carbonate), BrCC1=NOC(=C1)C=1SC(=CC1)Cl (3-Bromomethyl-5-(5-chloro-thiophen-2-yl)-isoxazole), 0107436 A2, O (water). RXN SMILES: [CH3:1][O:2][C:3]([C:5]1[NH:6][C:7]([CH2:10][O:11][CH3:12])=[N:8][CH:9]=1)=[O:4].C(=O)([O-])[O-].[Cs+].[Cs+].Br[CH2:20][C:21]1[CH:25]=[C:24]([C:26]2[S:27][C:28]([Cl:31])=[CH:29][CH:30]=2)[O:23][N:22]=1.O>CN(C=O)C>[CH3:1][O:2][C:3]([C:5]1[N:6]([CH2:20][C:21]2[CH:25]=[C:24]([C:26]3[S:27][C:28]([Cl:31])=[CH:29][CH:30]=3)[O:23][N:22]=2)[C:7]([CH2:10][O:11][CH3:12])=[N:8][CH:9]=1)=[O:4] |f:1.2.3|. Reactants: O=C(n1ccnc1)n1ccnc1, CN(C)c1ccncc1, CC(C)NCCC(c1ccccc1)c1ccccc1, ClCCl, CN(C)C=O, Nc1nc2ccccc2s1. Yields the product CC(C)N(CCC(c1ccccc1)c1ccccc1)C(=O)Nc1nc2ccccc2s1. Reaction SMILES: [C:1](=[O:2])([n:3]1[cH:4][cH:5][n:6][cH:7]1)[n:8]1[cH:9][cH:10][n:11][cH:12]1.[CH3:47][N:48]([c:49]1[cH:50][cH:51][n:52][cH:53][cH:54]1)[CH3:55].[CH:23]([CH3:24])([CH3:25])[NH:26][CH2:27][CH2:28][CH:29]([c:30]1[cH:31][cH:32][cH:33][cH:34][cH:35]1)[c:36]1[cH:37][cH:38][cH:39][cH:40][cH:41]1.[Cl:56][CH2:57][Cl:58].[O:42]=[CH:43][N:44]([CH3:45])[CH3:46].[s:13]1[c:14]([NH2:22])[n:15][c:16]2[c:17]1[cH:18][cH:19][cH:20][cH:21]2>>[C:1](=[O:2])([NH:22][c:14]1[s:13][c:17]2[c:16]([n:15]1)[cH:21][cH:20][cH:19][cH:18]2)[N:26]([CH:23]([CH3:24])[CH3:25])[CH2:27][CH2:28][CH:29]([c:30]1[cH:31][cH:32][cH:33][cH:34][cH:35]1)[c:36]1[cH:37][cH:38][cH:39][cH:40][cH:41]1. The reactants are OC1=CC=C2C(C(=O)NC2=O)=C1 (5-hydroxyphthalimide). The reagents and catalysts are [Zn] (zinc). The solvent is CC(=O)O (AcOH). Run at time 40 minute. Product: OC=1C=C2CNC(C2=CC1)=O (5-hydroxyisoindolin-1-one). Yield: 20.9%. As a reaction SMILES: [OH:1][C:2]1[CH:12]=[C:6]2[C:7]([NH:9][C:10](=[O:11])[C:5]2=[CH:4][CH:3]=1)=O>CC(O)=O.[Zn]>[OH:1][C:2]1[CH:12]=[C:6]2[C:5](=[CH:4][CH:3]=1)[C:10](=[O:11])[NH:9][CH2:7]2. Procedure: To a solution of 5-hydroxyphthalimide (19.8 g, 121 mmol) in AcOH (500 mL) was slowly added zinc dust (47.6 g, 729 mmol) in portions, then the mixture was heated at the reflux temp. for 40 min., filtered hot, and concentrated under reduced pressure. The reaction was repeated on the same scale and the combined oily residue was purified by column chromatography (1.1 Kg SiO2; gradient from 60% EtOAc/40% hexane to 25% MeOH/75% EtOAc) to give 5-hydroxyisoindolin-1-one (3.77 g): TLC (100% EtOAc) Rf0.17... The reactants are OC=1C=C(C=O)C=CC1 (3-hydroxybenzaldehyde), CO3, Cl.ClCCN1CCCCC1 (N-(2-chloroethyl)piperidine hydrochloride). Run in C(C)#N (acetonitrile). The product is N1(CCCCC1)CCOC=1C=C(C=O)C=CC1 (3-[2-(1-piperdinyl)ethoxy]benzaldehyde). Isolated yield 60.7%. As a reaction SMILES: [OH:1][C:2]1[CH:3]=[C:4]([CH:7]=[CH:8][CH:9]=1)[CH:5]=[O:6].Cl.Cl[CH2:12][CH2:13][N:14]1[CH2:19][CH2:18][CH2:17][CH2:16][CH2:15]1>C(#N)C>[N:14]1([CH2:13][CH2:12][O:1][C:2]2[CH:3]=[C:4]([CH:7]=[CH:8][CH:9]=2)[CH:5]=[O:6])[CH2:19][CH2:18][CH2:17][CH2:16][CH2:15]1 |f:1.2|. Procedure: To a mixture of 3-hydroxybenzaldehyde (5.42 g, 44.38 mmol), K2 CO3 (13.5 g) and acetonitrile was added N-(2-chloroethyl)piperidine hydrochloride (9.8 g). The reaction mixture was refluxed overnight, cooled to room temperature and filtered. The filtrate was stripped to give an oil which was partitioned between CHCl3 (350 ml) and 1M NaOH (200 ml). The organic layer was separated, washed with 1M NaOH (2×200 ml), treated with DARCO®, then MgSO4, filtered, and stripped to afford, as a dark oily liqui...